describe an organic reaction: reactants, conditions, products, and yield From a dataset of the Open Reaction Database (ORD), a public repository of structured organic reaction records. Starting materials: BrC=1C=NC=NC1 (5-bromopyrimidine), [Cl-].[NH4+] (ammonium chloride), C(CCC)[Li] (n-butyllithium), C[Sn](C)(C)Cl (trimethyltin chloride). Solvent: O (water), O1CCCC1 (tetrahydrofuran), CCCCCC (n-hexane), O1CCCC1 (tetrahydrofuran), CCOCC (ether), O (water). Run at temperature -110 celsius, time 3.5 hour. Product: C[Sn](C=1C=NC=NC1)(C)C (Trimethyl-5-pyrimidyltin). Reaction SMILES: Br[C:2]1[CH:3]=[N:4][CH:5]=[N:6][CH:7]=1.C([Li])CCC.[CH3:13][Sn:14](Cl)([CH3:16])[CH3:15].[Cl-].[NH4+]>CCCCCC.O.O1CCCC1.CCOCC>[CH3:13][Sn:14]([CH3:16])([CH3:15])[C:2]1[CH:3]=[N:4][CH:5]=[N:6][CH:7]=1 |f:3.4|. Procedure: To a reaction vessel equipped with a mechanically driven agitator, water cooled condenser, addition funnel, thermometer, and nitrogen inlet was added a solution containing 47.7 g. (0.3 mole) of 5-bromopyrimidine in 300 cc. of anhydrous ether and 300 cc. of anhydrous tetrahydrofuran. The solution was cooled to -110° C. using an ethyl alcohol-liquid nitrogen bath. By a dropwise addition, 120 cc. (0.3 mole) of n-butyllithium in n-hexane was added over 50 minutes. The solution was stirred for an add... Reactants: CO, O=C1CC(=O)N(c2ccccc2)c2cc(Cl)ccc2N1, C=[N+]=[N-]. The product is COC1=CC(=O)N(c2ccccc2)c2cc(Cl)ccc2N1. RXN SMILES: [CH3:24][OH:25].[Cl:1][c:2]1[cH:3][c:4]2[c:5]([cH:19][cH:20]1)[NH:6][C:7](=[O:18])[CH2:8][C:9](=[O:17])[N:10]2[c:11]1[cH:12][cH:13][cH:14][cH:15][cH:16]1.[N+:21](=[N-:22])=[CH2:23]>>[Cl:1][c:2]1[cH:3][c:4]2[c:5]([cH:19][cH:20]1)[NH:6][C:7]([O:18][CH3:23])=[CH:8][C:9](=[O:17])[N:10]2[c:11]1[cH:12][cH:13][cH:14][cH:15][cH:16]1. The reactants are CC(O)CCCOCc1ccccc1, CC(=O)OC(C)=O, CO, c1ccncc1. Product: CC(=O)OC(C)CCCOCc1ccccc1. As a reaction SMILES: [CH2:8]([c:9]1[cH:10][cH:11][cH:12][cH:13][cH:14]1)[O:15][CH2:16][CH2:17][CH2:18][CH:19]([OH:20])[CH3:21].[CH3:1][C:2](=[O:3])[O:4][C:5]([CH3:6])=[O:7].[CH3:22][OH:23].[cH:24]1[cH:25][cH:26][n:27][cH:28][cH:29]1>>[CH3:1][CH:2]([O:4][C:5]([CH3:6])=[O:7])[CH2:18][CH2:17][CH2:16][O:15][CH2:8][c:9]1[cH:10][cH:11][cH:12][cH:13][cH:14]1.